From a dataset of the Open Reaction Database (ORD), a public repository of structured organic reaction records. describe an organic reaction: reactants, conditions, products, and yield Reactants: ClC1=CC2=C(C(C3=NC=CC=C3CO2)=C2CCNCC2)C=C1 (4-(8-chloro-5,11-dihydro[1]benzoxepino[4,3-b]pyridin-11-ylidene)-piperidine), CCN=C=NCCCN(C)C.Cl (EDCl), CN1CCOCC1 (NMM), Cl.N1=CC(=CC=C1)CC(=O)O (3-pyridine-acetic acid hydrochloride), C=1C=CC2=C(C1)N=NN2O (HOBT). The product is ClC1=CC2=C(C(C3=NC=CC=C3CO2)=C2CCN(CC2)C(CC=2C=NC=CC2)=O)C=C1 (4-(8-Chloro-5,11-dihydro[1]benz-oxepino[4,3-b]pyridin-11-ylidene)-1-(3-pyridine-acetyl)piperidine). Procedure: The title compound was prepared according to the method of Example 4 from 4-(8-chloro-5,11-dihydro[1]benzoxepino[4,3-b]pyridin-11-ylidene)-piperidine, 3-pyridine-acetic acid hydrochloride, HOBT, EDCl and NMM in DMF. 4-(8-Chloro-5,11-dihydro[1]benz-oxepino[4,3-b]pyridin-11-ylidene)-1-(3-pyridine-acetyl)piperidine was obtained as a white foam; MS (CI, M+H)=432; anal.: found: C, 68.85; H, 5.53; N, 9.49; C25H22ClN3O2 requires: C, 69.52; H,5.13; N,9.73. Run in CN(C)C=O (DMF). RXN SMILES: [Cl:1][C:2]1[CH:22]=[CH:21][C:5]2[C:6](=[C:15]3[CH2:20][CH2:19][NH:18][CH2:17][CH2:16]3)[C:7]3[C:12]([CH2:13][O:14][C:4]=2[CH:3]=1)=[CH:11][CH:10]=[CH:9][N:8]=3.Cl.[N:24]1[CH:29]=[CH:28][CH:27]=[C:26]([CH2:30][C:31](O)=[O:32])[CH:25]=1.C1C=CC2N(O)N=NC=2C=1.CCN=C=NCCCN(C)C.Cl.CN1CCOCC1>CN(C=O)C>[Cl:1][C:2]1[CH:22]=[CH:21][C:5]2[C:6](=[C:15]3[CH2:16][CH2:17][N:18]([C:31](=[O:32])[CH2:30][C:26]4[CH:25]=[N:24][CH:29]=[CH:28][CH:27]=4)[CH2:19][CH2:20]3)[C:7]3[C:12]([CH2:13][O:14][C:4]=2[CH:3]=1)=[CH:11][CH:10]=[CH:9][N:8]=3 |f:1.2,4.5|. The reactants are CC1=CC=C(C=C1)S(=O)(=O)OCC1COC2=C(O1)C=C(C=C2)S(=O)(=O)C ([7-(methylsulfonyl)-2,3-dihydro-1,4-benzodioxin-2-yl]methyl 4-methylbenzenesulfonate), Cl (hydrochloric acid), CN (methanamine), amine. The solvent is C(C)#N (ACN). Yields the product CNCC1COC2=C(O1)C=C(C=C2)S(=O)(=O)C (N-METHYL-1-[7-(METHYLSULFONYL)-2,3-DIHYDRO-1,4-BENZODIOXIN-2-YL]METHANAMINE). Reaction SMILES: CC1C=CC(S(O[CH2:12][CH:13]2[O:18][C:17]3[CH:19]=[C:20]([S:23]([CH3:26])(=[O:25])=[O:24])[CH:21]=[CH:22][C:16]=3[O:15][CH2:14]2)(=O)=O)=CC=1.[CH3:27][NH2:28].Cl>C(#N)C>[CH3:27][NH:28][CH2:12][CH:13]1[O:18][C:17]2[CH:19]=[C:20]([S:23]([CH3:26])(=[O:25])=[O:24])[CH:21]=[CH:22][C:16]=2[O:15][CH2:14]1. Procedure details: Preparation according to Example 5 using [7-(methylsulfonyl)-2,3-dihydro-1,4-benzodioxin-2-yl]methyl 4-methylbenzenesulfonate (0.4 g, 0.9 mmol), methanamine (33% in EtOH, 1 ml) and ACN (3 ml). Yield: 0.2 g, 76%. The amine was converted to the hydrochloric acid salt and crystallized from MeOH/Et2O. M.p. 273° C. MS m/z (rel. intensity, 70 eV) 257 (M+, 79), 79 (bp), 70 (70), 63 (59), 51 (83). Starting materials: CN1N=NC=C1 (1-methyl-1H-1,2,3-triazole), [Li]CCCC (n-BuLi), C(C)(C)(C)OC(=O)N1CC(C1)C(=O)C=1C=C2C(=C(C(=NC2=CC1)OC)CC1=CC=C(C=C1)C(F)(F)F)Cl (tert-butyl-3-(4-chloro-2-methoxy-3-(4-(trifluoromethyl)benzyl)quinoline-6-carbonyl)-azetidine-1-carboxylate), C(C)(C)(C)OC(=O)N1CC(C1)C(=O)C=1C=C2C(=C(C(=NC2=CC1)OC)CC1=CC=C(C=C1)C(F)(F)F)Cl (tert-butyl-3-(4-chloro-2-methoxy-3-(4-(trifluoromethyl)benzyl)quinoline-6-carbonyl)-azetidine-1-carboxylate). The solvent is hexanes, C1CCOC1 (THF), C1CCOC1 (THF). Run at temperature -43 celsius, time 30 minute. Product: C(C)(C)(C)OC(=O)N1CC(C1)C(C1=CN=NN1C)(O)C=1C=C2C(=C(C(=NC2=CC1)OC)CC1=CC=C(C=C1)C(F)(F)F)Cl (tert-Butyl-3-((4-chloro-2-methoxy-3-(4-(trifluoromethyl)benzyl)quinolin-6-yl)(hydroxy)(1-methyl-1H-1,2,3-triazol-5-yl)methyl)azetidine-1-carboxylate). RXN SMILES: [CH3:1][N:2]1[CH:6]=[CH:5][N:4]=[N:3]1.[Li]CCCC.[C:12]([O:16][C:17]([N:19]1[CH2:22][CH:21]([C:23]([C:25]2[CH:26]=[C:27]3[C:32](=[CH:33][CH:34]=2)[N:31]=[C:30]([O:35][CH3:36])[C:29]([CH2:37][C:38]2[CH:43]=[CH:42][C:41]([C:44]([F:47])([F:46])[F:45])=[CH:40][CH:39]=2)=[C:28]3[Cl:48])=[O:24])[CH2:20]1)=[O:18])([CH3:15])([CH3:14])[CH3:13]>C1COCC1>[C:12]([O:16][C:17]([N:19]1[CH2:20][CH:21]([C:23]([C:25]2[CH:26]=[C:27]3[C:32](=[CH:33][CH:34]=2)[N:31]=[C:30]([O:35][CH3:36])[C:29]([CH2:37][C:38]2[CH:39]=[CH:40][C:41]([C:44]([F:47])([F:46])[F:45])=[CH:42][CH:43]=2)=[C:28]3[Cl:48])([OH:24])[C:6]2[N:2]([CH3:1])[N:3]=[N:4][CH:5]=2)[CH2:22]1)=[O:18])([CH3:15])([CH3:13])[CH3:14]. Procedure details: To a flask containing 1-methyl-1H-1,2,3-triazole (430 mg, 0.8 mmol) was added THF (15 mL) and the solution was cooled to −43° C. using a CH3CN—CO2 bath. Then, n-BuLi, (2.5 M in hexanes, 0.7 mL, 1.75 mmol) was added dropwise. The reaction mixture was stirred at −40° C. for 30 minutes, then tert-butyl-3-(4-chloro-2-methoxy-3-(4-(trifluoromethyl)benzyl)quinoline-6-carbonyl)-azetidine-1-carboxylate (430 mg, 0.8 mmol, Intermediate 61: step b) in 2 mL THF was introduced. The reaction mixture was allow... Reactants: COc1nc(Br)c(C)nc1N, CN1CCCC1=O, O=S(=O)(Cl)c1cccc(Cl)c1Cl, [H-], [Na+]. The product is COc1nc(Br)c(C)nc1NS(=O)(=O)c1cccc(Cl)c1Cl. As a reaction SMILES: [Br:3][c:4]1[n:5][c:6]([O:12][CH3:13])[c:7]([NH2:11])[n:8][c:9]1[CH3:10].[CH3:26][N:27]1[CH2:28][CH2:29][CH2:30][C:31]1=[O:32].[Cl:14][c:15]1[c:16]([S:22](=[O:23])(=[O:24])[Cl:25])[cH:17][cH:18][cH:19][c:20]1[Cl:21].[H-:1].[Na+:2]>>[Br:3][c:4]1[n:5][c:6]([O:12][CH3:13])[c:7]([NH:11][S:22]([c:16]2[c:15]([Cl:14])[c:20]([Cl:21])[cH:19][cH:18][cH:17]2)(=[O:23])=[O:24])[n:8][c:9]1[CH3:10]. Reactants: O=C(O)c1cc2c(OCC3CCC3)cccc2[nH]1, Cl, Cl, Cl, CC1CN(C(C)CN2CCC(N)CC2)CCC1O. Yields the product CC1CN(C(C)CN2CCC(NC(=O)c3cc4c(OCC5CCC5)cccc4[nH]3)CC2)CCC1O. RXN SMILES: [CH:1]1([CH2:5][O:6][c:7]2[c:8]3[cH:9][c:10]([C:16](=[O:17])[OH:18])[nH:11][c:12]3[cH:13][cH:14][cH:15]2)[CH2:2][CH2:3][CH2:4]1.[ClH:19].[ClH:20].[ClH:21].[NH2:22][CH:23]1[CH2:24][CH2:25][N:26]([CH2:29][CH:30]([CH3:31])[N:32]2[CH2:33][CH:34]([CH3:39])[CH:35]([OH:38])[CH2:36][CH2:37]2)[CH2:27][CH2:28]1>>[CH:1]1([CH2:5][O:6][c:7]2[c:8]3[cH:9][c:10]([C:16](=[O:18])[NH:22][CH:23]4[CH2:24][CH2:25][N:26]([CH2:29][CH:30]([CH3:31])[N:32]5[CH2:33][CH:34]([CH3:39])[CH:35]([OH:38])[CH2:36][CH2:37]5)[CH2:27][CH2:28]4)[nH:11][c:12]3[cH:13][cH:14][cH:15]2)[CH2:2][CH2:3][CH2:4]1.